Dataset: the Open Reaction Database (ORD), a public repository of structured organic reaction records. Task: describe an organic reaction: reactants, conditions, products, and yield Reactants: C(C)OC(=O)C=1N(N=C(C1C)C1=CC(=C(C=C1)OCC1=C(C=CC=C1N1N=NN(C1=O)C)C1CC1)C)C (5-{4-[2-Cyclopropyl-6-(4-methyl-5-oxo-4,5-dihydro-tetrazol-1-yl)-benzyloxy]-3-methyl-phenyl}-2,4-dimethyl-2H-pyrazole-3-carboxylic acid ethyl ester), C(C)OC(=O)C=1N(N=C(C1C)C1=CC(=C(C=C1)OCC1=C(C=CC=C1N1N=NN(C1=O)C)C1CC1)C)C (5-{4-[2-Cyclopropyl-6-(4-methyl-5-oxo-4,5-dihydro-tetrazol-1-yl)-benzyloxy]-3-methyl-phenyl}-2,4-dimethyl-2H-pyrazole-3-carboxylic acid ethyl ester), O1CCCC1 (tetrahydrofuran), CO (methanol), [OH-].[Li+] (lithium hydroxide). Run in O (water). Yields the product C1(CC1)C1=C(COC2=C(C=C(C=C2)C=2C(=C(N(N2)C)C(=O)O)C)C)C(=CC=C1)N1N=NN(C1=O)C (5-{4-[2-Cyclopropyl-6-(4-methyl-5-oxo-4,5-dihydro-tetrazol-1-yl)-benzyloxy]-3-methyl-phenyl}-2,4-dimethyl-2H-pyrazole-3-carboxylic acid). Isolated yield 98.3%. As a reaction SMILES: C([O:3][C:4]([C:6]1[N:7]([CH3:37])[N:8]=[C:9]([C:12]2[CH:17]=[CH:16][C:15]([O:18][CH2:19][C:20]3[C:25]([N:26]4[C:30](=[O:31])[N:29]([CH3:32])[N:28]=[N:27]4)=[CH:24][CH:23]=[CH:22][C:21]=3[CH:33]3[CH2:35][CH2:34]3)=[C:14]([CH3:36])[CH:13]=2)[C:10]=1[CH3:11])=[O:5])C.O1CCCC1.CO.[OH-].[Li+]>O>[CH:33]1([C:21]2[CH:22]=[CH:23][CH:24]=[C:25]([N:26]3[C:30](=[O:31])[N:29]([CH3:32])[N:28]=[N:27]3)[C:20]=2[CH2:19][O:18][C:15]2[CH:16]=[CH:17][C:12]([C:9]3[C:10]([CH3:11])=[C:6]([C:4]([OH:5])=[O:3])[N:7]([CH3:37])[N:8]=3)=[CH:13][C:14]=2[CH3:36])[CH2:35][CH2:34]1 |f:3.4|. Procedure details: At room temperature, the mixture of 5-{4-[2-Cyclopropyl-6-(4-methyl-5-oxo-4,5-dihydro-tetrazol-1-yl)-benzyloxy]-3-methyl-phenyl}-2,4-dimethyl-2H-pyrazole-3-carboxylic acid ethyl ester (Present compound 48) 1.4 g, tetrahydrofuran 40 ml, methanol 10 ml, water 10 ml and lithium hydroxide 0.2 g was stirred for twelve hours. The resulting mixture was concentrated under reduced pressure and was acidified with 10% hydrochloric acid solution and the mixture was extracted with ethyl acetate. The organic ... Starting materials: CC1(C)Oc2ccc(C#N)cc2C(N)C1O, CCOC(CC)=NC#N, CCOC(C)=O. The product is CCC(=NC#N)NC1c2cc(C#N)ccc2OC(C)(C)C1O. RXN SMILES: [C:10](#[N:11])[c:12]1[cH:13][c:14]2[c:15]([cH:24][cH:25]1)[O:16][C:17]([CH3:22])([CH3:23])[CH:18]([OH:21])[CH:19]2[NH2:20].[C:1](#[N:2])[N:3]=[C:4]([CH2:5][CH3:6])[O:7][CH2:8][CH3:9].[CH3:26][CH2:27][O:28][C:29](=[O:30])[CH3:31]>>[C:1](#[N:2])[N:3]=[C:4]([CH2:5][CH3:6])[NH:20][CH:19]1[c:14]2[cH:13][c:12]([C:10]#[N:11])[cH:25][cH:24][c:15]2[O:16][C:17]([CH3:22])([CH3:23])[CH:18]1[OH:21]. Starting materials: N1CCC(CC1)N (piperidin-4-ylamine), CSC=1N=NC=CN1 (3-Methylsulphanyl-[1,2,4]triazine), N1(CCNCC1)C=1N=NC=CN1 (3-piperazin-1-yl-[1,2,4]triazine). Yields the product N1=NC(=NC=C1)N1CCC(CC1)N (1-[1,2,4]Triazin-3-yl-piperidin-4-ylamine). RXN SMILES: [NH:1]1[CH2:6][CH2:5][CH:4]([NH2:7])[CH2:3][CH2:2]1.CS[C:10]1[N:11]=[N:12][CH:13]=[CH:14][N:15]=1.N1(C2N=NC=CN=2)CCNCC1>>[N:12]1[CH:13]=[CH:14][N:15]=[C:10]([N:1]2[CH2:6][CH2:5][CH:4]([NH2:7])[CH2:3][CH2:2]2)[N:11]=1. Procedure: Intermediate 5b is synthesised from piperidin-4-ylamine and the precursor 2a according to the procedure described for the synthesis of 5a. Intermediate 5b is isolated in solid form with a 71% yield. Starting materials: C(C)(=O)OCC1=NC(=CC=C1)OCC1=CC=CC=C1 (2-acetoxymethyl-6-benzyloxypyridine), [OH-].[Na+] (sodium hydroxide). The solvent is CO (methanol). Conditions: time 8 hour. Product: C(C1=CC=CC=C1)OC1=NC(=CC=C1)CO (2-benzyloxy-6-hydroxymethylpyridine). RXN SMILES: C([O:4][CH2:5][C:6]1[CH:11]=[CH:10][CH:9]=[C:8]([O:12][CH2:13][C:14]2[CH:19]=[CH:18][CH:17]=[CH:16][CH:15]=2)[N:7]=1)(=O)C.[OH-].[Na+]>CO>[CH2:13]([O:12][C:8]1[CH:9]=[CH:10][CH:11]=[C:6]([CH2:5][OH:4])[N:7]=1)[C:14]1[CH:15]=[CH:16][CH:17]=[CH:18][CH:19]=1 |f:1.2|. Procedure details: A mixture of 2-acetoxymethyl-6-benzyloxypyridine (1.65 g, 6.4 mmol) and aqueous sodium hydroxide (0.58 mL, 40%) in methanol (10 mL) was stirred at room temp. overnight. The resulting solution was concentrated under vacuum, and the residue was partitioned between water and dichloromethane. The organic extract was washed with brine, dried over anhydrous sodium sulfate, filtered, and concentrated under vacuum. The residue was subjected to column chromatography on silica gel eluting with 0-5% ethyl ... Starting materials: ClC1=NC=C(C=C1[N+](=O)[O-])[N+](=O)[O-] (2-chloro-3,5-dinitro-pyridine), two. Run in CO (Methanol). Run at temperature 0 celsius. Product: Cl.NC=1C=NC=C(C1)N (3,5-diaminopyridine hydrochloride). Isolated yield 124.0%. RXN SMILES: [Cl:1][C:2]1[C:7]([N+:8]([O-])=O)=[CH:6][C:5]([N+:11]([O-])=O)=[CH:4][N:3]=1>CO>[ClH:1].[NH2:8][C:7]1[CH:2]=[N:3][CH:4]=[C:5]([NH2:11])[CH:6]=1 |f:2.3|. Reported procedure: 2-chloro-3,5-dinitro-pyridine (27.36 g, 1) was divided into two equal portions and added into two 2 L round bottomed flasks. Methanol (700 mL) was then added to each flask. Nitrogen gas was bubbled through the solution while stirring and 7.15 g of 10% palladium on carbon was divided into two equal portions and added to each flask portion-wise under nitrogen. The solutions were cooled down under N2 to 0° C. using an ice-water bath. The N2 inlets were then replaced by hydrogen balloons. After evac...